From a dataset of the Open Reaction Database (ORD), a public repository of structured organic reaction records. describe an organic reaction: reactants, conditions, products, and yield Reactants: CN1CCCC1=O, CCN(C(C)C)C(C)C, ClCCl, CC(=O)N1C(C)CN(c2cc(-n3cnc(Nc4ccc(N)cc4)n3)ccn2)CC1C, O=C(Cl)c1ccco1. Reaction SMILES: [CH3:51][N:52]1[CH2:53][CH2:54][CH2:55][C:56]1=[O:57].[CH:34]([N:35]([CH2:36][CH3:37])[CH:38]([CH3:39])[CH3:40])([CH3:41])[CH3:42].[Cl:31][CH2:32][Cl:33].[NH2:1][c:2]1[cH:3][cH:4][c:5]([NH:8][c:9]2[n:10][n:11](-[c:14]3[cH:15][c:16]([N:20]4[CH2:21][CH:22]([CH3:30])[N:23]([C:27]([CH3:28])=[O:29])[CH:24]([CH3:26])[CH2:25]4)[n:17][cH:18][cH:19]3)[cH:12][n:13]2)[cH:6][cH:7]1.[o:43]1[c:44]([C:48](=[O:49])[Cl:50])[cH:45][cH:46][cH:47]1>>[NH:1]([c:2]1[cH:3][cH:4][c:5]([NH:8][c:9]2[n:10][n:11](-[c:14]3[cH:15][c:16]([N:20]4[CH2:21][CH:22]([CH3:30])[N:23]([C:27]([CH3:28])=[O:29])[CH:24]([CH3:26])[CH2:25]4)[n:17][cH:18][cH:19]3)[cH:12][n:13]2)[cH:6][cH:7]1)[C:48]([c:44]1[o:43][cH:47][cH:46][cH:45]1)=[O:49]. Product: CC(=O)N1C(C)CN(c2cc(-n3cnc(Nc4ccc(NC(=O)c5ccco5)cc4)n3)ccn2)CC1C.